Dataset: the Open Reaction Database (ORD), a public repository of structured organic reaction records. Task: describe an organic reaction: reactants, conditions, products, and yield Starting materials: BrC=1C=C(C#N)C=CC1 (3-bromobenzonitrile), CC(=O)C.C(=O)=O (acetone CO2), [Li]CCCC (n-BuLi), C(C)(C)(C)N1N=C(C2=C1NC(CC2C2=C(C=C(C(=C2)F)F)F)=O)C2CC(C2)=O (1-tert-butyl-3-(3-oxo-cyclobutyl)-4-(2,4,5-trifluoro-phenyl)-1,4,5,7-tetrahydro-pyrazolo[3,4-b]pyridin-6-one). Solvent: C1CCOC1 (THF). Conditions: time 15 minute. The product is C(C)(C)(C)N1N=C(C2=C1NC(CC2C2=C(C=C(C(=C2)F)F)F)=O)C2CC(C2)(O)C=2C=C(C#N)C=CC2 (3-{3-[1-tert-Butyl-6-oxo-4-(2,4,5-trifluoro-phenyl)-4,5,6,7-tetrahydro-1H-pyrazolo[3,4-b]pyridin-3-yl]-1-hydroxy-cyclobutyl}-benzonitrile). Yield: 38.9%. Reaction SMILES: Br[C:2]1[CH:3]=[C:4]([CH:7]=[CH:8][CH:9]=1)[C:5]#[N:6].CC(C)=O.C(=O)=O.[Li]CCCC.[C:22]([N:26]1[C:30]2[NH:31][C:32](=[O:44])[CH2:33][CH:34]([C:35]3[CH:40]=[C:39]([F:41])[C:38]([F:42])=[CH:37][C:36]=3[F:43])[C:29]=2[C:28]([CH:45]2[CH2:48][C:47](=[O:49])[CH2:46]2)=[N:27]1)([CH3:25])([CH3:24])[CH3:23]>C1COCC1>[C:22]([N:26]1[C:30]2[NH:31][C:32](=[O:44])[CH2:33][CH:34]([C:35]3[CH:40]=[C:39]([F:41])[C:38]([F:42])=[CH:37][C:36]=3[F:43])[C:29]=2[C:28]([CH:45]2[CH2:48][C:47]([C:2]3[CH:3]=[C:4]([CH:7]=[CH:8][CH:9]=3)[C:5]#[N:6])([OH:49])[CH2:46]2)=[N:27]1)([CH3:25])([CH3:23])[CH3:24] |f:1.2|. Procedure: To a stirring solution of 3-bromobenzonitrile (3.7 g, 20.4 mmol) in 50 mL of THF at −78° C. (acetone/CO2 bath) was added a solution of n-BuLi (8.2 mL, 20.4 mmol, 2.5 M in hexanes). After 15 min, a solution of 1-tert-butyl-3-(3-oxo-cyclobutyl)-4-(2,4,5-trifluoro-phenyl)-1,4,5,7-tetrahydro-pyrazolo[3,4-b]pyridin-6-one (2.0 g, 5.1 mmol in 10 mL of THF) was added. After one hr, the reaction mixture was quenched cold by the addition of a saturated NH4Cl solution, and was then allowed to warm to room ... Reactants: P(=O)(Cl)(Cl)Cl (Phosphoryl chloride), CN(C=O)C (dimethyl formamide), C(C)(=O)C1=CC=CC=C1 (acetophenone), C(C)(=O)[O-].[Na+] (sodium acetate). Solvent: O (water). Run at temperature 0 celsius, time 60 minute. Yields the product ClC(=CC=O)C1=CC=CC=C1 (β-chlorocinnamaldehyde). Reaction SMILES: P(Cl)(Cl)([Cl:3])=O.CN(C)[CH:8]=[O:9].[C:11]([C:14]1[CH:19]=[CH:18][CH:17]=[CH:16][CH:15]=1)(=O)[CH3:12].C([O-])(=O)C.[Na+]>O>[Cl:3][C:11]([C:14]1[CH:19]=[CH:18][CH:17]=[CH:16][CH:15]=1)=[CH:12][CH:8]=[O:9] |f:3.4|. Procedure: 80 g Phosphoryl chloride were added dropwise to 80 ml cooled dimethyl formamide. 48 g acetophenone were added over 45 minutes and the mixture stirred at 0° C. for a further 60 minutes. After standing at room temperature overnight the mixture was poured into a solution of 600 g sodium acetate in 1500 ml water. β-Chlorocinnamaldehyde separated as a red oil. The mixture was ether extracted and the ethereal solution dried over anhydrous sodium sulphate. Evaporation of the ether yielded 44 g of β-chl... Reactants: Cc1cc([N+](=O)[O-])cc(Br)[n+]1[O-], CO, C[O-], [Na+]. Yields the product COc1cc(C)[n+]([O-])c(Br)c1. RXN SMILES: [Br:4][c:5]1[n+:6]([O-:15])[c:7]([CH3:14])[cH:8][c:9]([N+:11]([O-:12])=[O:13])[cH:10]1.[CH3:16][OH:17].[CH3:1][O-:2].[Na+:3]>>[CH3:1][O:2][c:9]1[cH:8][c:7]([CH3:14])[n+:6]([O-:15])[c:5]([Br:4])[cH:10]1. Starting materials: NC1N(C(=NC(=N1)Cl)OC)C(F)F (2-amino-4-chlorodifluoromethyl-6-methoxy-1,3,5-triazine), [N+](=O)([O-])C1=C(C=CC=C1)S(=O)(=O)N=C=O (2-nitrobenzenesulfonyl isocyanate). The solvent is C(Cl)Cl (methylene chloride), C(Cl)Cl (methylene chloride). Conditions: temperature 25 celsius, time 16 hour. Product: ClC1=NC(N(C(=N1)OC)C(F)F)NC(=O)NS(=O)(=O)C1=C(C=CC=C1)[N+](=O)[O-] (N-[(4-Chlorodifluoromethyl-6-methoxy-1,3,5-triazin-2-yl)amino-carbonyl]-2-nitrobenzenesulfonamide). Isolated yield 35.2%. As a reaction SMILES: [NH2:1][CH:2]1[N:7]=[C:6]([Cl:8])[N:5]=[C:4]([O:9][CH3:10])[N:3]1[CH:11]([F:13])[F:12].[N+:14]([C:17]1[CH:22]=[CH:21][CH:20]=[CH:19][C:18]=1[S:23]([N:26]=[C:27]=[O:28])(=[O:25])=[O:24])([O-:16])=[O:15]>C(Cl)Cl>[Cl:8][C:6]1[N:5]=[C:4]([O:9][CH3:10])[N:3]([CH:11]([F:12])[F:13])[CH:2]([NH:1][C:27]([NH:26][S:23]([C:18]2[CH:19]=[CH:20][CH:21]=[CH:22][C:17]=2[N+:14]([O-:16])=[O:15])(=[O:24])=[O:25])=[O:28])[N:7]=1. Procedure details: A solution of 4.2 g of 2-amino-4-chlorodifluoromethyl-6-methoxy-1,3,5-triazine (20 mmol) in 20 ml of methylene chloride was treated at 25° C. with a solution of 4.6 g of 2-nitrobenzenesulfonyl isocyanate (20 mmol) in 5 ml of methylene chloride. The mixture was subsequently stirred at 25° C. for 16 h, and the deposited product was filtered off with suction, washed with a little ether and dried at 40° C. in a water-jet vacuum. 3.1 g of the title compound (35% of theory) of m.p. 181° C. were thus o... Reactants: NC1=NC(=CC=C1)C (2-amino-6-methylpyridine), ice water, C1(CCCCC1)N=C=NC1CCCCC1 (dicyclohexylcarbodiimide), C(#N)C1=CC=C(OC2=CC=C(OC(C(=O)O)C)C=C2)C=C1 (2-[4-(4-cyanophenoxy)-phenoxy]-propionic acid). Run in ClCCl (dichloromethane). The product is CC1=CC=CC(=N1)NC(C(C)OC1=CC=C(C=C1)OC1=CC=C(C=C1)C#N)=O (N-(6-methyl-2-pyridyl)-2-[4-(4-cyanophenoxy)-phenoxy]-propionamide). Isolated yield 58.3%. As a reaction SMILES: [C:1]([C:3]1[CH:21]=[CH:20][C:6]([O:7][C:8]2[CH:19]=[CH:18][C:11]([O:12][CH:13]([CH3:17])[C:14]([OH:16])=O)=[CH:10][CH:9]=2)=[CH:5][CH:4]=1)#[N:2].[CH:22]1([N:28]=[C:29]=[N:30]C2CCCCC2)[CH2:27][CH2:26][CH2:25]C[CH2:23]1.NC1C=CC=C(C)N=1>ClCCl>[CH3:23][C:22]1[N:28]=[C:29]([NH:30][C:14](=[O:16])[CH:13]([O:12][C:11]2[CH:10]=[CH:9][C:8]([O:7][C:6]3[CH:5]=[CH:4][C:3]([C:1]#[N:2])=[CH:21][CH:20]=3)=[CH:19][CH:18]=2)[CH3:17])[CH:25]=[CH:26][CH:27]=1. Procedure: To 100 ml of dichloromethane solution containing 1.99 g of 2-[4-(4-cyanophenoxy)-phenoxy]-propionic acid, which was cooled with ice water, was added slowly 1,46 g of dicyclohexylcarbodiimide with stirring. After this mixture was stirred for 15 minutes, 0.76 g of 2-amino-6-methylpyridine was added thereinto with stirring. A temperature of reacting mixture was returned to room temperature with stirring. A precipitated solid was removed through filtration, and then the obtained solution was poured ... Reactants: N(=[N+]=[N-])C[C@H]1N(CC[C@@H]1OC(=O)C1=CC=C(C=C1)[N+](=O)[O-])C(=O)OC(C)(C)C (1,1-dimethylethyl (2R,3S)-2-(azidomethyl)-3-{[(4-nitrophenyl)carbonyl]oxy}-1-pyrrolidinecarboxylate), C([O-])([O-])=O.[K+].[K+] (potassium carbonate), O (water). Solvent: CO (methanol). Run at time 8 hour. Product: N(=[N+]=[N-])C[C@H]1N(CC[C@H]1O)C(=O)OC(C)(C)C (1,1-dimethylethyl (2R,3R)-2-(azidomethyl)-3-hydroxy-1-pyrrolidinecarboxylate). The yield is 87.4%. As a reaction SMILES: [N:1]([CH2:4][C@@H:5]1[C@@H:9]([O:10]C(C2C=CC([N+]([O-])=O)=CC=2)=O)[CH2:8][CH2:7][N:6]1[C:22]([O:24][C:25]([CH3:28])([CH3:27])[CH3:26])=[O:23])=[N+:2]=[N-:3].C(=O)([O-])[O-].[K+].[K+].O>CO>[N:1]([CH2:4][C@@H:5]1[C@H:9]([OH:10])[CH2:8][CH2:7][N:6]1[C:22]([O:24][C:25]([CH3:28])([CH3:27])[CH3:26])=[O:23])=[N+:2]=[N-:3] |f:1.2.3|. Reported procedure: To a solution of the compound 4 (1.22 g) in methanol (20 mL), potassium carbonate (0.91 g) was added. The reaction mixture was stirred at room temperature for overnight. The reaction mixture was added water and extracted with ethyl acetate. The extract was washed with saturated brine, dried over anhydrous magnesium sulfate and then concentrated. The obtained residue was purified by silica gel column chromatography (hexane:ethyl acetate=10:0→4:1→3:1) to obtain the title compound (0.66 g) having t...